This data is from the Open Reaction Database (ORD), a public repository of structured organic reaction records. The task is: describe an organic reaction: reactants, conditions, products, and yield The reactants are [Si](C)(C)(C(C)(C)C)OC1CCC(CC1)=O (4-(tert-butyldimethylsilyloxy)cyclohexanone), N (ammonia), solution, C(C=C)B1OC(C(O1)(C)C)(C)C (2-allyl-4,4,5,5-tetramethyl-1,3,2-dioxa-borolane). Run in CO (methanol), CO (methanol). Run at time 16 hour. Yields the product C(C=C)C1(CCC(CC1)O[Si](C)(C)C(C)(C)C)N (1-Allyl-4-(tert-butyl-dimethyl-silanyloxy)-cyclohexylamine). RXN SMILES: [Si:1]([O:8][CH:9]1[CH2:14][CH2:13][C:12](=O)[CH2:11][CH2:10]1)([C:4]([CH3:7])([CH3:6])[CH3:5])([CH3:3])[CH3:2].[NH3:16].[CH2:17](B1OC(C)(C)C(C)(C)O1)[CH:18]=[CH2:19]>CO>[CH2:17]([C:12]1([NH2:16])[CH2:13][CH2:14][CH:9]([O:8][Si:1]([C:4]([CH3:7])([CH3:6])[CH3:5])([CH3:3])[CH3:2])[CH2:10][CH2:11]1)[CH:18]=[CH2:19]. Procedure details: To a solution of 1.0 g (4.38 mmol) of 4-(tert-butyldimethylsilyloxy)cyclohexanone in 6.2 mL (43.8 mmol) of 7N ammonia in methanol, previously stirred for 15 min at room temperature, were added dropwise 3.5 mL (7.0 mmol) of a 2M solution of 2-allyl-4,4,5,5-tetramethyl-1,3,2-dioxa-borolane in methanol. The reaction mixture was stirred for 16 h at room temperature. The volatiles were removed in vacuo and the residue could be purified by silica gel chromatography using dichloromethane/methanol/NH3 a...